describe an organic reaction: reactants, conditions, products, and yield From a dataset of the Open Reaction Database (ORD), a public repository of structured organic reaction records. The reactants are C(C)OC(=O)C=1N=C(SC1)NC(=N)N (2-guanidino-4-thiazole carboxylic acid ethyl ester), O.NN (hydrazine hydrate). Solvent: C(C)O (ethanol). Yields the product N(C(=N)N)C=1SC=C(N1)C(=O)NN (2-guanidino-4-thiazole carboxylic acid hydrazide). Isolated yield 82.1%. Reaction SMILES: C([O:3][C:4]([C:6]1[N:7]=[C:8]([NH:11][C:12]([NH2:14])=[NH:13])[S:9][CH:10]=1)=O)C.O.[NH2:16][NH2:17]>C(O)C>[NH:11]([C:8]1[S:9][CH:10]=[C:6]([C:4]([NH:16][NH2:17])=[O:3])[N:7]=1)[C:12]([NH2:14])=[NH:13] |f:1.2|. Procedure: 16.7 g (0.0779 mol) of 2-guanidino-4-thiazole carboxylic acid ethyl ester was combined with 25 ml (0.514 mol) of hydrazine hydrate in 200 ml absolute ethanol. The slurry was heated to reflux. After 1.5 hour reflux a solid began to form from the clear solution. After 2 hours reflux the reaction slurry was cooled and the resulting solid was collected by filtration and was washed with isopropyl alcohol and ether to give 12.8 g (82%) 2-guanidino-4-thiazole carboxylic acid hydrazide, mp 247° (dec.). Reactants: C(C)N1C(CC2=CC(=CC(=C12)F)[N+](=O)[O-])=O (1-ethyl-7-fluoro-5-nitro-1,3-dihydro-indol-2-one), [Cl-].[NH4+] (ammonium chloride). The reagents and catalysts are [Fe] (Iron). Run in C(C)O (ethanol), O (water), ClCCl (dichloromethane). Yields the product NC=1C=C2CC(N(C2=C(C1)F)CC)=O (5-amino-1-ethyl-7-fluoro-1,3-dihydro-indol-2-one). Reaction SMILES: [CH2:1]([N:3]1[C:11]2[C:6](=[CH:7][C:8]([N+:13]([O-])=O)=[CH:9][C:10]=2[F:12])[CH2:5][C:4]1=[O:16])[CH3:2].[Cl-].[NH4+]>C(O)C.O.ClCCl.[Fe]>[NH2:13][C:8]1[CH:7]=[C:6]2[C:11](=[C:10]([F:12])[CH:9]=1)[N:3]([CH2:1][CH3:2])[C:4](=[O:16])[CH2:5]2 |f:1.2|. Reported procedure: Iron powder (3.84 g, 68.7 mmol) is added in small portions to 1-ethyl-7-fluoro-5-nitro-1,3-dihydro-indol-2-one (3.85 g, 17.2 mmol) and ammonium chloride (8.94 g, 171 mmol) in ethanol (150 ml) and water (75 ml) at 90° C. The reaction mixture is stirred vigorously and heated for 30 min, cooled to room temperature, and diluted with dichloromethane (600 ml). The mixture is filtered through celite, the organic layer separated and washed with water and brine, dried over sodium sulfate and evaporated t... Reactants: NC1=NC=C(N=C1)Br (2-amino-5-bromopyrazine), C(C)(C)N(CC)C(C)C (diisopropylethyl amine), C=1C=CC2=C(C1)N=NN2O (HOBT), CC=1N=NSC1C(=O)O (4-methyl-1,2,3-thiadiazole-5-carboxylic acid), Cl (HCl). Solvent: O (Water), C(CCl)Cl (EDC), C(C)(=O)OCC (ethyl acetate), C1CCOC1 (THF). Reaction conditions: time 24 hour. The product is BrC=1N=CC(=NC1)NC(=O)C1=C(N=NS1)C (N-(5-Bromopyrazin-2-yl)-4-methyl-1,2,3-thiadiazole-5-carboxamide). Isolated yield 22.3%. As a reaction SMILES: [NH2:1][C:2]1[CH:7]=[N:6][C:5]([Br:8])=[CH:4][N:3]=1.[CH3:9][C:10]1[N:11]=[N:12][S:13][C:14]=1[C:15](O)=[O:16].Cl.C1C=CC2N(O)N=NC=2C=1.C(N(C(C)C)CC)(C)C>C1COCC1.C(OCC)(=O)C.O.C(Cl)CCl>[Br:8][C:5]1[N:6]=[CH:7][C:2]([NH:1][C:15]([C:14]2[S:13][N:12]=[N:11][C:10]=2[CH3:9])=[O:16])=[N:3][CH:4]=1. Procedure details: To a solution of 2-amino-5-bromopyrazine (1.0 g, 5.74 mmol, 1.2 eq) and 4-methyl-1,2,3-thiadiazole-5-carboxylic acid (690 mg, 4.79 mmol, 1.0 eq) in THF (20 mL) at room temperature was sequentially added EDC. HCl (970 mg, 7.18 mmol, 1.5 eq), HOBT (1.37 g, 7.18 mmol, 1.5 eq) and diisopropylethyl amine (1.23 mL, 9.58 mmol, 2.0 eq). The resulting solution was stirred at the same temperature for 24 h. Water (30 mL) was added to the reaction mixture followed by ethyl acetate (30 mL). The layers were s... Reactants: [H-].[Al+3].[Li+].[H-].[H-].[H-] (lithium aluminum hydride), CS(=O)(=O)N1C=CC2=CC=C(C=C12)C(=O)OC (N-methanesufonyl-6-carbomethoxyindole), [OH-].[Na+] (NaOH), O (water). Run in C1CCOC1 (THF), C1CCOC1 (THF). Reaction conditions: time 30 minute. Yields the product CS(=O)(=O)N1C=CC2=CC=C(C=C12)CO (N-methanesulfonyl-6-hydroxymethylindole). Reaction SMILES: [H-].[Al+3].[Li+].[H-].[H-].[H-].[CH3:7][S:8]([N:11]1[C:19]2[C:14](=[CH:15][CH:16]=[C:17]([C:20](OC)=[O:21])[CH:18]=2)[CH:13]=[CH:12]1)(=[O:10])=[O:9].O.[OH-].[Na+]>C1COCC1>[CH3:7][S:8]([N:11]1[C:19]2[C:14](=[CH:15][CH:16]=[C:17]([CH2:20][OH:21])[CH:18]=2)[CH:13]=[CH:12]1)(=[O:10])=[O:9] |f:0.1.2.3.4.5,8.9|. Reported procedure: A solution of lithium aluminum hydride (1M) in THF (2.57 mmol, 2.57 ml) was added dropwise to a 0° C. solution of N-methanesufonyl-6-carbomethoxyindole in dry THF (10 mL, from above). After 30 min, 0.5 ml of water was added dropwise followed by the addition of 0.5 ml 1.0M NaOH solution. Celite was added and the mixture was filtered through a coarse fritted funnel. The solids were washed with 20 ml ethyl acetate. The filtrate was concentrated under vacuum. The product was purified by flash column... Reactants: C(=O)=O (CO2), N(CCO)CCO (diethanolamine). Yields the product C(N)(O)=O.N(CCO)CCO (Diethanolamine carbamate). Reaction SMILES: [C:1](=[O:3])=[O:2].[NH:4]([CH2:8][CH2:9][OH:10])[CH2:5][CH2:6][OH:7]>>[C:1](=[O:3])([OH:2])[NH2:4].[NH:4]([CH2:8][CH2:9][OH:10])[CH2:5][CH2:6][OH:7] |f:2.3|. Procedure details: 78 l of CO2 (3.48 mol) (saturation) were introduced into 1000 g of diethanolamine (9.52 mol), the reaction temperature rising from 25° C. to 70° C. The product is BrCC1(OCC(O1)COC1=CC=C(C=C1)N1CCN(CC1)C1=CC(=NC(=N1)C)C1=CC=C(C=C1)C)C1=C(C=C(C=C1)Cl)Cl (2-bromomethyl-2 -(2,4-dichlorophenyl)-4-[4-(4-(2-methyl-4-(4-tolyl)pyrimidin-6-yl)piperazin-1-yl)phenoxymethyl]-1,3-dioxolane). Procedure: A mixture of 3.605 g (10 mmol) of 1-(4-hydroxyphenyl)-4-(2-methyl-4-(4-tolyl)pyrimidin-6-yl)piperazine, 80 ml of toluene, 4.20 g (10 mmol) of 2-bromomethyl-2-(2,4 -dichlorophenyl)-4-methanesulfonyloxymethyl-1,3-dioxolane (cis/trans mixture), 0.65 g of tetrabutylammonium bromide and 13.5 ml of 50% strength sodium hydroxide solution was stirred vigorously for 4 hours at 55° C. The phases were subsequently separated at room temperature, the sodium hydroxide solution was extracted by shaking three t... Reagents/catalysts: [Br-].C(CCC)[N+](CCCC)(CCCC)CCCC (tetrabutylammonium bromide). Starting materials: OC1=CC=C(C=C1)N1CCN(CC1)C1=CC(=NC(=N1)C)C1=CC=C(C=C1)C (1-(4-hydroxyphenyl)-4-(2-methyl-4-(4-tolyl)pyrimidin-6-yl)piperazine), BrCC1(OCC(O1)COS(=O)(=O)C)C1=C(C=C(C=C1)Cl)Cl (2-bromomethyl-2-(2,4 -dichlorophenyl)-4-methanesulfonyloxymethyl-1,3-dioxolane), [OH-].[Na+] (sodium hydroxide). Yield: 91.6%. Run in C1(=CC=CC=C1)C (toluene). Conditions: temperature 55 celsius, time 4 hour. RXN SMILES: [OH:1][C:2]1[CH:7]=[CH:6][C:5]([N:8]2[CH2:13][CH2:12][N:11]([C:14]3[N:19]=[C:18]([CH3:20])[N:17]=[C:16]([C:21]4[CH:26]=[CH:25][C:24]([CH3:27])=[CH:23][CH:22]=4)[CH:15]=3)[CH2:10][CH2:9]2)=[CH:4][CH:3]=1.[Br:28][CH2:29][C:30]1([C:41]2[CH:46]=[CH:45][C:44]([Cl:47])=[CH:43][C:42]=2[Cl:48])[O:34][CH:33]([CH2:35]OS(C)(=O)=O)[CH2:32][O:31]1.[OH-].[Na+]>[Br-].C([N+](CCCC)(CCCC)CCCC)CCC.C1(C)C=CC=CC=1>[Br:28][CH2:29][C:30]1([C:41]2[CH:46]=[CH:45][C:44]([Cl:47])=[CH:43][C:42]=2[Cl:48])[O:34][CH:33]([CH2:35][O:1][C:2]2[CH:3]=[CH:4][C:5]([N:8]3[CH2:13][CH2:12][N:11]([C:14]4[N:19]=[C:18]([CH3:20])[N:17]=[C:16]([C:21]5[CH:22]=[CH:23][C:24]([CH3:27])=[CH:25][CH:26]=5)[CH:15]=4)[CH2:10][CH2:9]3)=[CH:6][CH:7]=2)[CH2:32][O:31]1 |f:2.3,4.5|. Starting materials: COCCC(NC(=O)OC(C)(C)C)c1ccccc1, ClCCl, O=C(O)C(F)(F)F. Yields the product COCCC(N)c1ccccc1. Reaction SMILES: [CH3:1][O:2][CH2:3][CH2:4][CH:5]([c:6]1[cH:7][cH:8][cH:9][cH:10][cH:11]1)[NH:12][C:13](=[O:14])[O:15][C:16]([CH3:17])([CH3:18])[CH3:19].[Cl:27][CH2:28][Cl:29].[F:20][C:21]([F:22])([F:23])[C:24]([OH:25])=[O:26]>>[CH3:1][O:2][CH2:3][CH2:4][CH:5]([c:6]1[cH:7][cH:8][cH:9][cH:10][cH:11]1)[NH2:12].